This data is from the Open Reaction Database (ORD), a public repository of structured organic reaction records. The task is: describe an organic reaction: reactants, conditions, products, and yield The reactants are COC(CC1=C(C=C(C=C1)Cl)[N+](=O)[O-])=O ((4-Chloro-2-nitro-phenyl)-acetic acid methyl ester), C(C)(=O)OC(C)=O (acetic anhydride), O (water). The reagents and catalysts are [Pd] (Pd/C). Solvent: C(C)(=O)O (acetic acid). Reaction conditions: time 2 hour. Product: COC(CC1=C(C=C(C=C1)Cl)NC(C)=O)=O ((2-Acetylamino-4-chloro-phenyl)-acetic acid methyl ester). RXN SMILES: [CH3:1][O:2][C:3](=[O:15])[CH2:4][C:5]1[CH:10]=[CH:9][C:8]([Cl:11])=[CH:7][C:6]=1[N+:12]([O-])=O.[C:16](OC(=O)C)(=[O:18])[CH3:17].O>[Pd].C(O)(=O)C>[CH3:1][O:2][C:3](=[O:15])[CH2:4][C:5]1[CH:10]=[CH:9][C:8]([Cl:11])=[CH:7][C:6]=1[NH:12][C:16](=[O:18])[CH3:17]. Reported procedure: An argon filled flask was charged with (4-Chloro-2-nitro-phenyl)-acetic acid methyl ester (40 g, 175 mmol), 10% Pd/C (2.5 g), acetic anhydride (64 mL, 677 mmol), water (9 mL) and acetic acid (150 mL). The flask was vacuum flushed with hydrogen gas at 30 PSI and shook vigorously. After 2 hours, more 10% Pd/C (2 g) was added, and the reaction was complete after a total of 4 hours reaction time. The 10% Pd/C was removed by filtration, and the solvent was removed by rotary evaporation.